This data is from the Open Reaction Database (ORD), a public repository of structured organic reaction records. The task is: describe an organic reaction: reactants, conditions, products, and yield The reactants are C(C=1C(S)=CC=CC1)(=O)O (thiosalicylic acid), N12CCCCCC2=NCCC1 (1,8-Diazabicyclo [5.4.0]undec-7-ene), C(C1=CC=CC=C1)Br (benzylbromide), CC(=O)C (acetone). Conditions: time 50 minute. Product: C(C1=CC=CC=C1)OC(C1=C(C=CC=C1)SCC1=CC=CC=C1)=O (2-Benzylsulfanyl Benzoic Acid Benzyl Ester). RXN SMILES: [C:1]([OH:10])(=[O:9])[C:2]1[C:3](=[CH:5][CH:6]=[CH:7][CH:8]=1)[SH:4].N12CCCN=[C:17]1[CH2:16][CH2:15][CH2:14][CH2:13][CH2:12]2.[CH2:22](Br)[C:23]1[CH:28]=[CH:27][CH:26]=[CH:25][CH:24]=1.[CH3:30]C(C)=O>>[CH2:22]([O:9][C:1](=[O:10])[C:2]1[CH:8]=[CH:7][CH:6]=[CH:5][C:3]=1[S:4][CH2:30][C:17]1[CH:16]=[CH:15][CH:14]=[CH:13][CH:12]=1)[C:23]1[CH:28]=[CH:27][CH:26]=[CH:25][CH:24]=1. Procedure: A solution of thiosalicylic acid 1 (2.0 g, 13.0 mmol) in 13 mL of acetone was treated with 1,8-Diazabicyclo [5.4.0]undec-7-ene (7.8 mL, 52 mmol) and benzylbromide (6.2 mL, 52 mmol). The reaction was stirred at room temperature for 50 minutes. The mixture was concentrated under vacuum to remove the acetone. Water was added and the mixture was extracted with EtOAc (3X). The organic layer was washed with water, brine, dried over MgSO4, filtered and concentrated in vacuo to give a yellow solid witho...